From a dataset of the Open Reaction Database (ORD), a public repository of structured organic reaction records. describe an organic reaction: reactants, conditions, products, and yield Starting materials: CO, CC(=O)O, Fc1ccccc1-c1cn2c(Cl)nc3c(c2n1)CCCC3, [Na]. The product is COc1nc2c(c3nc(-c4ccccc4F)cn13)CCCC2. RXN SMILES: [CH3:1][OH:2].[CH3:25][C:26](=[O:27])[OH:28].[Cl:4][c:5]1[n:6][c:7]2[c:12]([c:13]3[n:14]1[cH:15][c:16](-[c:18]1[c:19]([F:24])[cH:20][cH:21][cH:22][cH:23]1)[n:17]3)[CH2:11][CH2:10][CH2:9][CH2:8]2.[Na:3]>>[CH3:1][O:2][c:5]1[n:6][c:7]2[c:12]([c:13]3[n:14]1[cH:15][c:16](-[c:18]1[c:19]([F:24])[cH:20][cH:21][cH:22][cH:23]1)[n:17]3)[CH2:11][CH2:10][CH2:9][CH2:8]2.